The task is: describe an organic reaction: reactants, conditions, products, and yield. This data is from the Open Reaction Database (ORD), a public repository of structured organic reaction records. RXN SMILES: [Br:22][CH2:23][CH2:24][c:25]1[cH:26][cH:27][c:28]([CH3:31])[cH:29][cH:30]1.[CH3:1][O:2][c:3]1[c:4]([S:11][c:12]2[nH:13][c:14]3[n:15][cH:16][n:17][c:18]([NH2:21])[c:19]3[n:20]2)[cH:5][c:6]([O:9][CH3:10])[cH:7][cH:8]1>>[CH3:1][O:2][c:3]1[c:4]([S:11][c:12]2[n:13]([CH2:23][CH2:24][c:25]3[cH:26][cH:27][c:28]([CH3:31])[cH:29][cH:30]3)[c:14]3[n:15][cH:16][n:17][c:18]([NH2:21])[c:19]3[n:20]2)[cH:5][c:6]([O:9][CH3:10])[cH:7][cH:8]1. The reactants are Cc1ccc(CCBr)cc1, COc1ccc(OC)c(Sc2nc3c(N)ncnc3[nH]2)c1. Yields the product COc1ccc(OC)c(Sc2nc3c(N)ncnc3n2CCc2ccc(C)cc2)c1. Starting materials: ClC1=CC=C(C=C1)C(O)C1=CC=C(C=C1)Cl (bis(4-chlorophenyl)methanol), C(Br)(Br)(Br)Br (carbon tetrabromide), C1(=CC=CC=C1)P(C1=CC=CC=C1)C1=CC=CC=C1 (triphenylphosphine). The solvent is O1CCCC1 (tetrahydrofuran). Run at time 1 hour. The product is ClC1=CC=C(C=C1)C(Br)C1=CC=C(C=C1)Cl (bis(4-chlorophenyl)bromomethane). The yield is 97.3%. As a reaction SMILES: [Cl:1][C:2]1[CH:7]=[CH:6][C:5]([CH:8]([C:10]2[CH:15]=[CH:14][C:13]([Cl:16])=[CH:12][CH:11]=2)O)=[CH:4][CH:3]=1.C(Br)(Br)(Br)[Br:18].C1(P(C2C=CC=CC=2)C2C=CC=CC=2)C=CC=CC=1>O1CCCC1>[Cl:1][C:2]1[CH:7]=[CH:6][C:5]([CH:8]([C:10]2[CH:15]=[CH:14][C:13]([Cl:16])=[CH:12][CH:11]=2)[Br:18])=[CH:4][CH:3]=1. Procedure: To a solution of bis(4-chlorophenyl)methanol (2.0 g) and carbon tetrabromide (5.2 g) in tetrahydrofuran (30 ml) was added triphenylphosphine (4.2 g). The mixture was stirred at room temperature for 1 hours. After the mixture was filtered off, the solvent was removed in vacuo. The residue was dissolved in n-hexane (30 ml) and filtered off. The filtrate was evaporated and the residue was purified by distillation at reduced pressure to give bis(4-chlorophenyl)bromomethane as an oil (2.43 g). Yield: 16.1%. Product: ClC=1C=C2CCN(C(C2=CC1)=O)C=1C=NC=C(C1)C=1N(C=CN1)C (6-Chloro-2-[5-(1-methyl-1H-imidazol-2-yl)-pyridin-3-yl]-3,4-dihydro-2H-isoquinolin-1-one). Starting materials: BrCCBr (1,2-dibromoethane), C=C (ethylene), [Si](C)(C)(C)Cl (TMS-Cl), BrC=1N(C=CN1)C (2-bromo-1-methyl-1H-imidazole), BrC=1C=C(C=NC1)N1C(C2=CC=C(C=C2CC1)Cl)=O (2-(5-bromo-pyridin-3-yl)-6-chloro-3,4-dihydro-2H-isoquinolin-1-one). As a reaction SMILES: BrCCBr.C=C.[Si](Cl)(C)(C)C.Br[C:13]1[N:14]([CH3:18])[CH:15]=[CH:16][N:17]=1.Br[C:20]1[CH:21]=[C:22]([N:26]2[CH2:35][CH2:34][C:33]3[C:28](=[CH:29][CH:30]=[C:31]([Cl:36])[CH:32]=3)[C:27]2=[O:37])[CH:23]=[N:24][CH:25]=1>C1COCC1.[Zn].C1C=CC([P]([Pd]([P](C2C=CC=CC=2)(C2C=CC=CC=2)C2C=CC=CC=2)([P](C2C=CC=CC=2)(C2C=CC=CC=2)C2C=CC=CC=2)[P](C2C=CC=CC=2)(C2C=CC=CC=2)C2C=CC=CC=2)(C2C=CC=CC=2)C2C=CC=CC=2)=CC=1.O>[Cl:36][C:31]1[CH:32]=[C:33]2[C:28](=[CH:29][CH:30]=1)[C:27](=[O:37])[N:26]([C:22]1[CH:23]=[N:24][CH:25]=[C:20]([C:13]3[N:14]([CH3:18])[CH:15]=[CH:16][N:17]=3)[CH:21]=1)[CH2:35][CH2:34]2 |^1:47,49,68,87|. Reagents/catalysts: [Zn] (zinc), C=1C=CC(=CC1)[P](C=2C=CC=CC2)(C=3C=CC=CC3)[Pd]([P](C=4C=CC=CC4)(C=5C=CC=CC5)C=6C=CC=CC6)([P](C=7C=CC=CC7)(C=8C=CC=CC8)C=9C=CC=CC9)[P](C=1C=CC=CC1)(C=1C=CC=CC1)C=1C=CC=CC1 (Pd(PPh3)4). Reported procedure: To a stirred suspension of zinc dust (130 mg, 1.98 mmol) in THF (2.0 mL) was added 1,2-dibromoethane (0.02 mL). The mixture was heated with a hair dryer until the evolution of ethylene gas was complete. TMS-Cl (0.02 mL) and 2-bromo-1-methyl-1H-imidazole (0.07 mL, 0.66 mmol) were then added to the above suspension and it was allowed to stir at RT for 30 minutes before the addition of 2-(5-bromo-pyridin-3-yl)-6-chloro-3,4-dihydro-2H-isoquinolin-1-one (74 mg, 0.22 mmol, example 7) and Pd(PPh3)4 (14... Reaction conditions: temperature 90 celsius. Solvent: C1CCOC1 (THF), O (H2O). Procedure details: Example 306 was prepared as an offwhite solid in 12% yield from Compound C of Example 305 as described for Compound D of Example 224. The reactants are C(#N)C=1C=CC2=C(CN([C@@H](CN2)CC2=CC=CC=C2)C(CC2=CC=CC=C2)=O)C1 ((R)-7-cyano-2,3,4,5-tetrahydro-4-(phenylacetyl)-3-(phenylmethyl)-1H-1,4-benzodiazepine), Cl.BrC=1C=CC2=C(CN([C@@H](CN2CC=2N=CNC2)CC2=CC=CC=C2)S(=O)(=O)C)C1 ((R)-7-Bromo-2,3,4,5-tetrahydro-1-(1H-imidazol-4-ylmethyl)-4-(methylsulfonyl)-3-(phenylmethyl)-1H-1,4-benzodiazepine, hydrochloride). Isolated yield 12.0%. Yields the product Cl.BrC=1C=CC2=C(CN(C(CN2CC=2N=CNC2)CO)S(=O)(=O)C)C1 (7-Bromo-2,3,4,5-tetrahydro-3-(hydroxymethyl)-1-(1H-imidazol-4-ylmethyl)-4-(methylsulfonyl)-1 H-1,4-benzodiazepine, monohydrochloride). Reaction SMILES: C(C1C=CC2NC[C@@H](CC3C=CC=CC=3)N(C(=[O:28])CC3C=CC=CC=3)CC=2C=1)#N.[ClH:30].[Br:31][C:32]1[CH:33]=[CH:34][C:35]2[N:41]([CH2:42][C:43]3[N:44]=[CH:45][NH:46][CH:47]=3)[CH2:40][C@@H:39]([CH2:48]C3C=CC=CC=3)[N:38]([S:55]([CH3:58])(=[O:57])=[O:56])[CH2:37][C:36]=2[CH:59]=1>>[ClH:30].[Br:31][C:32]1[CH:33]=[CH:34][C:35]2[N:41]([CH2:42][C:43]3[N:44]=[CH:45][NH:46][CH:47]=3)[CH2:40][CH:39]([CH2:48][OH:28])[N:38]([S:55]([CH3:58])(=[O:57])=[O:56])[CH2:37][C:36]=2[CH:59]=1 |f:1.2,3.4|.